Dataset: the Open Reaction Database (ORD), a public repository of structured organic reaction records. Task: describe an organic reaction: reactants, conditions, products, and yield The reactants are BrC=1C=C(C=CC1F)C12N(OCC1CC(C2)O)CC2=CC=C(C=C2)OC (racemic (3aRS,5RS,6aSR)-6a-(3-bromo-4-fluorophenyl)-1-(4-methoxybenzyl)hexahydro-1H-cyclopenta[c]isoxazol-5-ol), IC(C)C (2-iodopropane). Reagents/catalysts: FC(S(=O)(=O)[O-])(F)F.[Ag+] (silver trifluoromethanesulfonate). Solvent: ClCCl (dichloromethane), ClCCl (dichloromethane), ClCCl (dichloromethane). Run at time 8 hour. Yields the product BrC=1C=C(C=CC1F)C12N(OCC1CC(C2)OC(C)C)CC2=CC=C(C=C2)OC (Racemic (3aRS,5RS,6aSR)-6a-(3-Bromo-4-fluorophenyl)-5-isopropoxy-1-(4-methoxybenzyl)hexahydro-1H-cyclopenta[c]isoxazole). Isolated yield 24.7%. Reaction SMILES: [Br:1][C:2]1[CH:3]=[C:4]([C:9]23[CH2:16][CH:15]([OH:17])[CH2:14][CH:13]2[CH2:12][O:11][N:10]3[CH2:18][C:19]2[CH:24]=[CH:23][C:22]([O:25][CH3:26])=[CH:21][CH:20]=2)[CH:5]=[CH:6][C:7]=1[F:8].I[CH:28]([CH3:30])[CH3:29]>ClCCl.FC(F)(F)S([O-])(=O)=O.[Ag+]>[Br:1][C:2]1[CH:3]=[C:4]([C:9]23[CH2:16][CH:15]([O:17][CH:28]([CH3:30])[CH3:29])[CH2:14][CH:13]2[CH2:12][O:11][N:10]3[CH2:18][C:19]2[CH:20]=[CH:21][C:22]([O:25][CH3:26])=[CH:23][CH:24]=2)[CH:5]=[CH:6][C:7]=1[F:8] |f:3.4|. Reported procedure: To a mixture of racemic (3aRS,5RS,6aSR)-6a-(3-bromo-4-fluorophenyl)-1-(4-methoxybenzyl)hexahydro-1H-cyclopenta[c]isoxazol-5-ol (1.72 g, 4.07 mmol) in dichloromethane (2.5 mL) is added silver trifluoromethanesulfonate (2.62 g, 10.2 mmol) and powdered dried 4A sieves (1.50 g). A solution of 2-iodopropane (1.73 g, 10.2 mmol) in dichloromethane (0.5 mL) is added to the mixture over 15 minutes. The thick mixture is stirred at room temperature overnight. The mixture is diluted with dichloromethane and... Reactants: C(=O)(OCC)NN=C(CCCC)OCC (ethyl valerate carbethoxyhydrazone), NCC1=CC=C(OC(C(=O)OC)C2=C(C=CC=C2)Cl)C=C1 (methyl 2-[4-(aminomethyl)phenoxy]-2-(2-chlorophenyl)acetate). Solvent: C(C)O (ethanol). Reaction conditions: temperature 80 celsius, time 2 hour. The product is C(CCC)C=1N(C(NN1)=O)CC1=CC=C(C=C1)OC(C1=C(C=CC=C1)Cl)C(=O)OC (5-butyl-4-[4-[(1-carbomethoxy)(1-(2-chlorophenyl))methoxy]phenyl]methyl-2,4-dihydro-3H-1,2,4-triazol-3-one). RXN SMILES: [C:1]([NH:6][N:7]=[C:8](OCC)[CH2:9][CH2:10][CH2:11][CH3:12])([O:3]CC)=O.[NH2:16][CH2:17][C:18]1[CH:36]=[CH:35][C:21]([O:22][CH:23]([C:28]2[CH:33]=[CH:32][CH:31]=[CH:30][C:29]=2[Cl:34])[C:24]([O:26][CH3:27])=[O:25])=[CH:20][CH:19]=1>C(O)C>[CH2:9]([C:8]1[N:16]([CH2:17][C:18]2[CH:36]=[CH:35][C:21]([O:22][CH:23]([C:24]([O:26][CH3:27])=[O:25])[C:28]3[CH:33]=[CH:32][CH:31]=[CH:30][C:29]=3[Cl:34])=[CH:20][CH:19]=2)[C:1](=[O:3])[NH:6][N:7]=1)[CH2:10][CH2:11][CH3:12]. Procedure: A mixture of approximately equimolar quantities of ethyl valerimidate carbethoxyhydrazone (from Step A) and methyl 2-[4-(aminomethyl)phenoxy]-2-(2-chlorophenyl)acetate (Step F) in ethanol is stirred at 80° C. under N2. After about 2 hours, or when TLC indicates complete reaction, the mixture is cooled and concentrated to dryness. The residue is re-concentrated from CH2Cl2 and then chromatographed on silica gel to yield the title compound. Reactants: solid, Cl.O1COC2=C1C=CC=C2C2CCN(CC2)CC[C@@H]2CC[C@H](CC2)N (Trans-4-[2-(4-Benzo[1,3]dioxol-4-yl-piperidin-1-yl)-ethyl]-cyclohexylamine hydrochloride), Cl.O1COC2=C1C=CC=C2C2CCN(CC2)CC[C@@H]2CC[C@H](CC2)N (Trans-4-[2-(4-Benzo[1,3]dioxol-4-yl-piperidin-1-yl)-ethyl]-cyclohexylamine hydrochloride), CC1(COC1)C(=O)O (3-methyl-oxetane-3-carboxylic acid). Product: O1COC2=C1C=CC=C2C2CCN(CC2)CC[C@@H]2CC[C@H](CC2)NC(=O)C2(COC2)C (3-Methyl-oxetane-3-carboxylic acid-trans-N-{4-[2-(4-benzo[1,3]dioxol-4-yl-piperidin-1-yl)-ethyl]-cyclohexyl}-amide). RXN SMILES: Cl.[O:2]1[C:6]2[CH:7]=[CH:8][CH:9]=[C:10]([CH:11]3[CH2:16][CH2:15][N:14]([CH2:17][CH2:18][C@H:19]4[CH2:24][CH2:23][C@H:22]([NH2:25])[CH2:21][CH2:20]4)[CH2:13][CH2:12]3)[C:5]=2[O:4][CH2:3]1.[CH3:26][C:27]1([C:31](O)=[O:32])[CH2:30][O:29][CH2:28]1>>[O:2]1[C:6]2[CH:7]=[CH:8][CH:9]=[C:10]([CH:11]3[CH2:16][CH2:15][N:14]([CH2:17][CH2:18][C@H:19]4[CH2:20][CH2:21][C@H:22]([NH:25][C:31]([C:27]5([CH3:26])[CH2:30][O:29][CH2:28]5)=[O:32])[CH2:23][CH2:24]4)[CH2:13][CH2:12]3)[C:5]=2[O:4][CH2:3]1 |f:0.1|. Procedure details: The title compound, white solid (13.6 mg, 37.3%), MS (ISP) m/z=429.2 [(M+H)+], was prepared in accordance with the general method of example 1 from Trans-4-[2-(4-Benzo[1,3]dioxol-4-yl-piperidin-1-yl)-ethyl]-cyclohexylamine hydrochloride (intermediate A) (31.2 mg, 0.085 mmol) and 3-methyl-oxetane-3-carboxylic acid. Reactants: S([O-])(O)=O.[Na+] (sodium bisulfite), C(C1=CC=CC=C1)=O (benzaldehyde), [C-]#N.[K+] (potassium cyanide), C1(CCCCC1)N (cyclohexylamine). Run in O (water), CO (methanol), O.CO (methanol water). The product is C1(CCCCC1)NC(C#N)C1=CC=CC=C1 (α-Cyclohexylaminobenzeneacetonitrile). Isolated yield 79.6%. Reaction SMILES: S(=O)(O)[O-].[Na+].[CH:6](=O)[C:7]1[CH:12]=[CH:11][CH:10]=[CH:9][CH:8]=1.[CH:14]1([NH2:20])[CH2:19][CH2:18][CH2:17][CH2:16][CH2:15]1.[C-:21]#[N:22].[K+]>O.CO.O.CO>[CH:14]1([NH:20][CH:6]([C:7]2[CH:12]=[CH:11][CH:10]=[CH:9][CH:8]=2)[C:21]#[N:22])[CH2:19][CH2:18][CH2:17][CH2:16][CH2:15]1 |f:0.1,4.5,8.9|. Procedure details: A solution of 0.98 g (9.4 mmol) of sodium bisulfite in 4 ml of water was treated with 0.96 ml (9.4 mmol) benzaldehyde in 5 ml of methanol. The resulting mixture was cooled to 5°-10° C. and treated with cyclohexylamine, whereupon a thick precipitate was formed. With the reaction mixture still at approximately 5° C., solid potassium cyanide (0.61 g, 9.4 mmol) was added portionwise over 2 minutes. The precipitate became thick enough to halt stirring and 5 ml of 1:1 methanol water was added to facil... Starting materials: CC(C)(C)OC(=O)N1CC(F)(F)CC1C(=O)NC(Cc1ccccc1)(c1cc(F)cc(OC(F)(F)C(F)F)c1)c1ccc(Cl)cn1, ClCCl, O=C(O)C(F)(F)F. The product is O=C(NC(Cc1ccccc1)(c1cc(F)cc(OC(F)(F)C(F)F)c1)c1ccc(Cl)cn1)C1CC(F)(F)CN1. RXN SMILES: [Cl:1][c:2]1[cH:3][cH:4][c:5]([C:8]([CH2:9][c:10]2[cH:11][cH:12][cH:13][cH:14][cH:15]2)([c:16]2[cH:17][c:18]([F:29])[cH:19][c:20]([O:22][C:23]([CH:24]([F:25])[F:26])([F:27])[F:28])[cH:21]2)[NH:30][C:31](=[O:32])[CH:33]2[N:34]([C:40]([O:41][C:42]([CH3:43])([CH3:44])[CH3:45])=[O:46])[CH2:35][C:36]([F:38])([F:39])[CH2:37]2)[n:6][cH:7]1.[Cl:54][CH2:55][Cl:56].[F:47][C:48]([F:49])([F:50])[C:51]([OH:52])=[O:53]>>[Cl:1][c:2]1[cH:3][cH:4][c:5]([C:8]([CH2:9][c:10]2[cH:11][cH:12][cH:13][cH:14][cH:15]2)([c:16]2[cH:17][c:18]([F:29])[cH:19][c:20]([O:22][C:23]([CH:24]([F:25])[F:26])([F:27])[F:28])[cH:21]2)[NH:30][C:31](=[O:32])[CH:33]2[NH:34][CH2:35][C:36]([F:38])([F:39])[CH2:37]2)[n:6][cH:7]1. The reactants are FC1=CC=C(C=C1)C(=C1CCNCC1)C1=CC=CC=C1 (4-[(4-fluorophenyl)phenylmethylene]piperidine), ClCCC=1C(=NC=2N(C1O)C=NC2C#N)C (3-Chloroethyl-8-cyano-4-hydroxy-2-methylimidazo[1,5-a]pyrimidine), C([O-])([O-])=O.[Na+].[Na+] (sodium carbonate), [I-].[K+] (potassium iodide). Solvent: CC(CC(C)=O)C (4-methyl-2-pentanone). Yields the product Cl.C(#N)C=1N=CN2C1N=C(C(=C2O)CCN2CCC(CC2)=C(C2=CC=CC=C2)C2=CC=C(C=C2)F)C (8-Cyano-3-{2-[4-[(4-fluorophenyl)phenylmethylene]piperidino]ethyl}-4-hydroxy-2-methylimidazo[1,5-a]-pyrimidine hydrochloride). Reaction SMILES: [F:1][C:2]1[CH:7]=[CH:6][C:5]([C:8]([C:15]2[CH:20]=[CH:19][CH:18]=[CH:17][CH:16]=2)=[C:9]2[CH2:14][CH2:13][NH:12][CH2:11][CH2:10]2)=[CH:4][CH:3]=1.[Cl:21][CH2:22][CH2:23][C:24]1[C:25]([CH3:36])=[N:26][C:27]2[N:28]([CH:31]=[N:32][C:33]=2[C:34]#[N:35])[C:29]=1[OH:30].C(=O)([O-])[O-].[Na+].[Na+].[I-].[K+]>CC(C)CC(=O)C>[ClH:21].[C:34]([C:33]1[N:32]=[CH:31][N:28]2[C:29]([OH:30])=[C:24]([CH2:23][CH2:22][N:12]3[CH2:11][CH2:10][C:9](=[C:8]([C:5]4[CH:4]=[CH:3][C:2]([F:1])=[CH:7][CH:6]=4)[C:15]4[CH:16]=[CH:17][CH:18]=[CH:19][CH:20]=4)[CH2:14][CH2:13]3)[C:25]([CH3:36])=[N:26][C:27]=12)#[N:35] |f:2.3.4,5.6,8.9|. Procedure details: A mixture containing 0.0046 mol of 4-[(4-fluorophenyl)phenylmethylene]piperidine, 0.0055 mol of the compound obtained in Stage A, 0.028 mol of sodium carbonate and 0.1 g of potassium iodide in 100 ml of 4-methyl-2-pentanone is brought to reflux for 8 hours. The mixture is concentrated under vacuum. The residue is taken up in water and the product is extracted with dichloromethane. After evaporation of the solvent, the product is solubilized in a mixture of ethyl ether and acetone and converted t... Starting materials: BrC1=CC(=C(C=C1)C(C)O)F (1-(4-bromo-2-fluorophenyl)ethanol), P(Br)(Br)Br (phosphorus tribromide). Solvent: ClCCl (dichloromethane), ClCCl (dichloromethane). Run at time 8 hour. Product: BrC1=CC(=C(C=C1)C(C)Br)F (4-bromo-1-(1-bromoethyl)-2-fluorobenzene). Isolated yield 145.6%. Reaction SMILES: [Br:1][C:2]1[CH:7]=[CH:6][C:5]([CH:8](O)[CH3:9])=[C:4]([F:11])[CH:3]=1.P(Br)(Br)[Br:13]>ClCCl>[Br:1][C:2]1[CH:7]=[CH:6][C:5]([CH:8]([Br:13])[CH3:9])=[C:4]([F:11])[CH:3]=1. Procedure: A solution of 1-(4-bromo-2-fluorophenyl)ethanol (8.95 mmol) in dichloromethane (40 mL) at 0° C. was treated dropwise with a solution of phosphorus tribromide (3.58 mmol) in dichloromethane (10 mL). The reaction mixture was allowed to warm to room temperature and was stirred overnight. The solution was concentrated to a residue in vacuo. Purification of the residue by silica gel chromatography (hexanes) yielded the title compound as a clear oil (1.47 g, 58.3% yield). 1H NMR (400 MHz, DMSO-d6) δ p...